Dataset: the Open Reaction Database (ORD), a public repository of structured organic reaction records. Task: describe an organic reaction: reactants, conditions, products, and yield Reactants: CC1(CS(C2=CC=C(C(=C2C1O)C)C(=O)OCC)(=O)=O)C (3,3,5-trimethyl-4-hydroxy-6-ethoxycarbonylthiochroman-1,1-dioxide), CS(=O)(=O)Cl (methanesulfonyl chloride). The solvent is N1=CC=CC=C1 (pyridine). Conditions: time 8 hour. The product is CC1(CS(C2=CC=C(C(=C2C1OS(=O)(=O)C)C)C(=O)OCC)(=O)=O)C (3,3,5-trimethyl-4-methanesulfonyloxy-6-ethoxycarbonylthiochroman-1,1-dioxide). The yield is 96.5%. Reaction SMILES: [CH3:1][C:2]1([CH3:21])[CH:11]([OH:12])[C:10]2[C:5](=[CH:6][CH:7]=[C:8]([C:14]([O:16][CH2:17][CH3:18])=[O:15])[C:9]=2[CH3:13])[S:4](=[O:20])(=[O:19])[CH2:3]1.[CH3:22][S:23](Cl)(=[O:25])=[O:24]>N1C=CC=CC=1>[CH3:21][C:2]1([CH3:1])[CH:11]([O:12][S:23]([CH3:22])(=[O:25])=[O:24])[C:10]2[C:5](=[CH:6][CH:7]=[C:8]([C:14]([O:16][CH2:17][CH3:18])=[O:15])[C:9]=2[CH3:13])[S:4](=[O:20])(=[O:19])[CH2:3]1. Reported procedure: 4.1 Grams (13 mmol)of 3,3,5-trimethyl-4-hydroxy-6-ethoxycarbonylthiochroman-1,1-dioxide was dissolved in 15 ml of pyridine, and the mixture was cooled in an ice bath. 1.8 Grams (16 mmol, 1.2 eq.) of methanesulfonyl chloride was gradually added thereto. After the addition, the ice bath was removed, and the mixture was allowed to stand overnight. The reaction mixture was diluted with 200 ml of ethyl acetate, and washed with 200 ml of water, with 150 ml of a 1 wt % hydrochloric acid aqueous solutio... Starting materials: ClC1=NC(Cl)(Cl)N=C1Cl, N#C[Cu], Cc1ccccc1C. Product: N#CC1=NC(Cl)(Cl)N=C1Cl. Reaction SMILES: [Cl:1][C:2]1([Cl:9])[N:3]=[C:4]([Cl:8])[C:5]([Cl:7])=[N:6]1.[Cu:10][C:11]#[N:12].[c:13]1([CH3:14])[c:15]([CH3:16])[cH:17][cH:18][cH:19][cH:20]1>>[Cl:1][C:2]1([Cl:9])[N:3]=[C:4]([Cl:8])[C:5]([C:11]#[N:12])=[N:6]1. Starting materials: ClC=1C=C(C=C2C(=CNC12)C1=NC(=NC=C1)NC1CC(NC(C1)(C)C)(C)C)F ([4-(7-Chloro-5-fluoro-1H-indol-3-yl)-pyrimidin-2-yl]-(2,2,6,6-tetramethyl-piperidin-4-yl)-amine), CC(C)(C=C)O (2-methyl-but-3-en-2-ol), CCCC[N+](CCCC)(CCCC)CCCC.[F-] (TBAF). Yields the product FC=1C=C2C(=CNC2=C(C1)/C=C/C(C)(O)C)C1=NC(=NC=C1)NC1CC(NC(C1)(C)C)(C)C ((E)-4-{5-Fluoro-3-[2-(2,2,6,6-tetramethyl-piperidin-4-ylamino)-pyrimidin-4-yl]-1H-indol-7-yl}-2-methyl-but-3-en-2-ol). As a reaction SMILES: Cl[C:2]1[CH:3]=[C:4]([F:28])[CH:5]=[C:6]2[C:10]=1[NH:9][CH:8]=[C:7]2[C:11]1[CH:16]=[CH:15][N:14]=[C:13]([NH:17][CH:18]2[CH2:23][C:22]([CH3:25])([CH3:24])[NH:21][C:20]([CH3:27])([CH3:26])[CH2:19]2)[N:12]=1.[CH3:29][C:30]([OH:34])([CH:32]=[CH2:33])[CH3:31].CCCC[N+](CCCC)(CCCC)CCCC.[F-]>>[F:28][C:4]1[CH:5]=[C:6]2[C:10](=[C:2](/[CH:33]=[CH:32]/[C:30]([CH3:31])([OH:34])[CH3:29])[CH:3]=1)[NH:9][CH:8]=[C:7]2[C:11]1[CH:16]=[CH:15][N:14]=[C:13]([NH:17][CH:18]2[CH2:19][C:20]([CH3:27])([CH3:26])[NH:21][C:22]([CH3:25])([CH3:24])[CH2:23]2)[N:12]=1 |f:2.3|. Reported procedure: The title compound was prepared by the general Heck procedure described in Example 256, using the SEM-protected intermediate of Example 254 and 2-methyl-but-3-en-2-ol, followed by TBAF deprotection of the SEM group. Product: BrC=1C=2C3=C(N(C2C=CC1)C)C(N(N=C3CC#N)C3=CC=CC=C3)=O (9-Bromo-5-methyl-4-oxo-3-phenyl-3,5-dihydro-4H-pyridazino[4,5-b]indole-1-acetonitrile). The yield is 99.3%. Solvent: ClCCl (dichloromethane). The reagents and catalysts are [Br-].C(CCC)[N+](CCCC)(CCCC)CCCC (tetrabutylammonium bromide). Starting materials: BrC=1C=2C3=C(N(C2C=CC1)C)C(N(N=C3CBr)C3=CC=CC=C3)=O (9-bromo-1-(bromomethyl)-5-methyl-3-phenyl-3,5-dihydro-4H-pyridazino[4,5-b]indol-4-one), [C-]#N.[Na+] (sodium cyanide), O (water). As a reaction SMILES: [Br:1][C:2]1[C:3]2[C:4]3[C:15]([CH2:16]Br)=[N:14][N:13]([C:18]4[CH:23]=[CH:22][CH:21]=[CH:20][CH:19]=4)[C:12](=[O:24])[C:5]=3[N:6]([CH3:11])[C:7]=2[CH:8]=[CH:9][CH:10]=1.[C-:25]#[N:26].[Na+].O>[Br-].C([N+](CCCC)(CCCC)CCCC)CCC.ClCCl>[Br:1][C:2]1[C:3]2[C:4]3[C:15]([CH2:16][C:25]#[N:26])=[N:14][N:13]([C:18]4[CH:19]=[CH:20][CH:21]=[CH:22][CH:23]=4)[C:12](=[O:24])[C:5]=3[N:6]([CH3:11])[C:7]=2[CH:8]=[CH:9][CH:10]=1 |f:1.2,4.5|. Procedure: A solution of 6.4 g (14.3 mmol) of 9-bromo-1-(bromomethyl)-5-methyl-3-phenyl-3,5-dihydro-4H-pyridazino[4,5-b]indol-4-one, of 3.6 g (73 mmol) of sodium cyanide and of 0.57 g (1 mmol) of tetrabutylammonium bromide in a mixture of 170 ml of dichloromethane and of 85 ml of water is heated at reflux for 3 h with mechanical stirring. Separation is carried out by settling and the reaction mixture is extracted with dichloromethane. The organic phase is washed with water and dried over sodium sulphate an...